From a dataset of the Open Reaction Database (ORD), a public repository of structured organic reaction records. describe an organic reaction: reactants, conditions, products, and yield Reactants: CC(C)(C)OC(=O)N1CCc2c(-c3ccc(Cl)cc3)nn(Cc3ccc(Br)cc3)c2CC1, CC(C)(C)OC(N)=O, CC(C)(C)P(C(C)(C)C)C(C)(C)C, Cc1ccccc1, [Na+], [O-]c1ccccc1, O=C(C=Cc1ccccc1)C=Cc1ccccc1, O=C(C=Cc1ccccc1)C=Cc1ccccc1, O=C(C=Cc1ccccc1)C=Cc1ccccc1, O, O, O, [Pd], [Pd]. The product is CC(C)(C)OC(=O)Nc1ccc(Cn2nc(-c3ccc(Cl)cc3)c3c2CCN(C(=O)OC(C)(C)C)CC3)cc1. As a reaction SMILES: [C:1]([CH3:2])([CH3:3])([CH3:4])[O:5][C:6](=[O:7])[N:8]1[CH2:9][CH2:10][c:11]2[c:12](-[c:26]3[cH:27][cH:28][c:29]([Cl:32])[cH:30][cH:31]3)[n:13][n:14]([CH2:18][c:19]3[cH:20][cH:21][c:22]([Br:25])[cH:23][cH:24]3)[c:15]2[CH2:16][CH2:17]1.[C:33]([NH2:34])([O:35][C:36]([CH3:37])([CH3:38])[CH3:39])=[O:40].[C:52]([P:53]([C:54]([CH3:55])([CH3:56])[CH3:57])[C:58]([CH3:59])([CH3:60])[CH3:61])([CH3:62])([CH3:63])[CH3:64].[CH3:65][c:66]1[cH:67][cH:68][cH:69][cH:70][cH:71]1.[Na+:51].[O-:44][c:45]1[cH:46][cH:47][cH:48][cH:49][cH:50]1.[O:110]=[C:111]([CH:112]=[CH:113][c:114]1[cH:115][cH:116][cH:117][cH:118][cH:119]1)[CH:120]=[CH:121][c:122]1[cH:123][cH:124][cH:125][cH:126][cH:127]1.[O:74]=[C:75]([CH:76]=[CH:77][c:78]1[cH:79][cH:80][cH:81][cH:82][cH:83]1)[CH:84]=[CH:85][c:86]1[cH:87][cH:88][cH:89][cH:90][cH:91]1.[O:92]=[C:93]([CH:94]=[CH:95][c:96]1[cH:97][cH:98][cH:99][cH:100][cH:101]1)[CH:102]=[CH:103][c:104]1[cH:105][cH:106][cH:107][cH:108][cH:109]1.[OH2:41].[OH2:42].[OH2:43].[Pd:72].[Pd:73]>>[C:1]([CH3:2])([CH3:3])([CH3:4])[O:5][C:6](=[O:7])[N:8]1[CH2:9][CH2:10][c:11]2[c:12](-[c:26]3[cH:27][cH:28][c:29]([Cl:32])[cH:30][cH:31]3)[n:13][n:14]([CH2:18][c:19]3[cH:20][cH:21][c:22]([NH:34][C:33]([O:35][C:36]([CH3:37])([CH3:38])[CH3:39])=[O:40])[cH:23][cH:24]3)[c:15]2[CH2:16][CH2:17]1. Starting materials: C(C)(=O)OCC=1C(=NC=CC1C1=CN(C(C(=C1)NC1=NC(=CC=C1)OCCNC(=O)OC(C)(C)C)=O)C)N1C(C2=CC=3CC(CC3N2CC1)(C)C)=O ([4-(5-{[6-(2-{[(Tert-butoxy)carbonyl]amino}ethoxy)pyridin-2-yl]amino}-1-methyl-6-oxo-1,6-dihydropyridin-3-yl)-2-{4,4-dimethyl-9-oxo-1,10-diazatricyclo[6.4.0.02,6]dodeca-2(6),7-dien-10-yl}pyridin-3-yl]methyl acetate), Cl (HCl). Run in C(Cl)Cl (DCM). Run at time 2 hour. Yields the product C(C)(=O)OCC=1C(=NC=CC1C1=CN(C(C(=C1)NC1=NC(=CC=C1)OCCN)=O)C)N1C(C2=CC=3CC(CC3N2CC1)(C)C)=O ([4-(5-{[6-(2-Aminoethoxy)pyridin-2-yl]amino}-1-methyl-6-oxo-1,6-dihydro-pyridin-3-yl)-2-{4,4-dimethyl-9-oxo-1,10-diazatricyclo[6.4.0.02,6]dodeca-2(6),7-dien-10-yl}pyridin-3-yl]methyl acetate). The yield is 84.7%. As a reaction SMILES: [C:1]([O:4][CH2:5][C:6]1[C:7]([N:38]2[CH2:49][CH2:48][N:47]3[C:40](=[CH:41][C:42]4[CH2:43][C:44]([CH3:51])([CH3:50])[CH2:45][C:46]=43)[C:39]2=[O:52])=[N:8][CH:9]=[CH:10][C:11]=1[C:12]1[CH:17]=[C:16]([NH:18][C:19]2[CH:24]=[CH:23][CH:22]=[C:21]([O:25][CH2:26][CH2:27][NH:28]C(OC(C)(C)C)=O)[N:20]=2)[C:15](=[O:36])[N:14]([CH3:37])[CH:13]=1)(=[O:3])[CH3:2].Cl>C(Cl)Cl>[C:1]([O:4][CH2:5][C:6]1[C:7]([N:38]2[CH2:49][CH2:48][N:47]3[C:40](=[CH:41][C:42]4[CH2:43][C:44]([CH3:51])([CH3:50])[CH2:45][C:46]=43)[C:39]2=[O:52])=[N:8][CH:9]=[CH:10][C:11]=1[C:12]1[CH:17]=[C:16]([NH:18][C:19]2[CH:24]=[CH:23][CH:22]=[C:21]([O:25][CH2:26][CH2:27][NH2:28])[N:20]=2)[C:15](=[O:36])[N:14]([CH3:37])[CH:13]=1)(=[O:3])[CH3:2]. Procedure details: To a solution 101d (400 mg, 0.56 mmol) in DCM (15 mL) was added dropwise 3M HCl (in dioxane). This mixture was stirred at room temperature for 2 h. The mixture was concentrated under reduced pressure. The residual yellow solid was washed with ethyl acetate and dried under vacuum to afford 101e (290 mg, 80%) as a yellow solid. MS-ESI: [M+H]+ 612.3 Reactants: C(#N)CC1(CN(C1)C1=CC(=C(C(=O)N[C@H](C)C2CC2)C=C1F)F)N1N=CC(=C1)C=1C2=C(N=CN1)N(C=C2)COCC[Si](C)(C)C (4-{3-(Cyanomethyl)-3-[4-(7-{[2-(trimethylsilyl)ethoxy]methyl}-7H-pyrrolo[2,3-d]pyrimidin-4-yl)-1H-pyrazol-1-yl]azetidin-1-yl}-N-[(1R)-1-cyclopropylethyl]-2,5-difluorobenzamide), FC(C(=O)O)(F)F (trifluoroacetic acid). Run in C(Cl)Cl (methylene chloride). Conditions: time 1.5 hour. Product: C(#N)CC1(CN(C1)C1=CC(=C(C(=O)N[C@H](C)C2CC2)C=C1F)F)N1N=CC(=C1)C=1C2=C(N=CN1)NC=C2 (4-{3-(cyanomethyl)-3-[4-(7H-pyrrolo[2,3-d]pyrimidin-4-yl)-1H-pyrazol-1-yl]azetidin-1-yl}-N-[(1R)-1-cyclopropylethyl]-2,5-difluorobenzamide). Isolated yield 64.3%. RXN SMILES: [C:1]([CH2:3][C:4]1([N:24]2[CH:28]=[C:27]([C:29]3[C:30]4[CH:37]=[CH:36][N:35](COCC[Si](C)(C)C)[C:31]=4[N:32]=[CH:33][N:34]=3)[CH:26]=[N:25]2)[CH2:7][N:6]([C:8]2[C:21]([F:22])=[CH:20][C:11]([C:12]([NH:14][C@@H:15]([CH:17]3[CH2:19][CH2:18]3)[CH3:16])=[O:13])=[C:10]([F:23])[CH:9]=2)[CH2:5]1)#[N:2].FC(F)(F)C(O)=O>C(Cl)Cl>[C:1]([CH2:3][C:4]1([N:24]2[CH:28]=[C:27]([C:29]3[C:30]4[CH:37]=[CH:36][NH:35][C:31]=4[N:32]=[CH:33][N:34]=3)[CH:26]=[N:25]2)[CH2:7][N:6]([C:8]2[C:21]([F:22])=[CH:20][C:11]([C:12]([NH:14][C@@H:15]([CH:17]3[CH2:18][CH2:19]3)[CH3:16])=[O:13])=[C:10]([F:23])[CH:9]=2)[CH2:5]1)#[N:2]. Reported procedure: 4-{3-(Cyanomethyl)-3-[4-(7-{[2-(trimethylsilyl)ethoxy]methyl}-7H-pyrrolo[2,3-d]pyrimidin-4-yl)-1H-pyrazol-1-yl]azetidin-1-yl}-N-[(1R)-1-cyclopropylethyl]-2,5-difluorobenzamide (0.48 g) was dissolved in a solution of trifluoroacetic acid (3 mL, 40 mmol) in methylene chloride (3 mL). The solution was stirred at room temperature for 1.5 hours. It was concentrated under reduced pressure. The residue was dissolved in methanol (5 mL). To the solution was added ethylenediamine (3 mL). The mixture was s... Reactants: BrC=1C=C(C=CC1)C1NC2=C(C=C(C=C2C(C1)(C)C)F)C (2-(3-bromo-phenyl)-6-fluoro-4,4,8-trimethyl-1,2,3,4-tetrahydro-quinoline), NC(C(=O)O)(C)C (2-amino-2-methyl-propionic acid), C([O-])([O-])=O.[K+].[K+] (potassium carbonate). Reagents/catalysts: [Cu]I (copper(I) iodide). Solvent: CS(=O)C (dimethyl sulfoxide). The product is FC=1C=C2C(CC(NC2=C(C1)C)C=1C=C(C=CC1)NC(C(=O)O)(C)C)(C)C (2-[3-(6-fluoro-4,4,8-trimethyl-1,2,3,4-tetrahydro-quinolin-2-yl)-phenylamino]-2-methyl-propionic acid). Yield: 28.3%. As a reaction SMILES: Br[C:2]1[CH:3]=[C:4]([CH:8]2[CH2:17][C:16]([CH3:19])([CH3:18])[C:15]3[C:10](=[C:11]([CH3:21])[CH:12]=[C:13]([F:20])[CH:14]=3)[NH:9]2)[CH:5]=[CH:6][CH:7]=1.[NH2:22][C:23]([CH3:28])([CH3:27])[C:24]([OH:26])=[O:25].C(=O)([O-])[O-].[K+].[K+]>CS(C)=O.[Cu]I>[F:20][C:13]1[CH:14]=[C:15]2[C:10](=[C:11]([CH3:21])[CH:12]=1)[NH:9][CH:8]([C:4]1[CH:3]=[C:2]([NH:22][C:23]([CH3:28])([CH3:27])[C:24]([OH:26])=[O:25])[CH:7]=[CH:6][CH:5]=1)[CH2:17][C:16]2([CH3:19])[CH3:18] |f:2.3.4|. Procedure details: A solution of 2-(3-bromo-phenyl)-6-fluoro-4,4,8-trimethyl-1,2,3,4-tetrahydro-quinoline (348.0 mg, 1.0 mmol), copper(I) iodide (57.0 mg, 0.3 mmol), 2-amino-2-methyl-propionic acid (309.0 mg, 3.0 mmol) and potassium carbonate (415.0 mg, 3.0 mmol) in dimethyl sulfoxide (2.0 mL) was stirred at 120° C. for 16 h. Then the reaction mixture was cooled to room temperature and extracted with ethyl acetate (150 mL×2), washed with water (50 mL×2) and saturated aqueous ammonium chloride solution (50 mL×2), d... Reactants: 15.5, CC(C(=O)OCC)(C(=O)OCC)C1=CC=C(C=C1)C(C1=CC=C(S1)C)=O (diethyl 2-methyl-2-[p-(5-methyl-2-thenoyl)phenyl]malonate), [OH-].[Na+] (sodium hydroxide), Cl (hydrochloric acid). Run in C1=CC=CC=C1 (benzene). Conditions: time 10 minute. Product: CC1=CC=C(S1)C(=O)C1=CC=C(C(C(=O)O)C)C=C1 (p-(5-methyl-2-thenoyl)hydratropic acid). RXN SMILES: [CH3:1][C:2]([C:13]1[CH:18]=[CH:17][C:16]([C:19](=[O:26])[C:20]2[S:24][C:23]([CH3:25])=[CH:22][CH:21]=2)=[CH:15][CH:14]=1)(C(OCC)=O)[C:3]([O:5]CC)=[O:4].[OH-].[Na+].Cl>C1C=CC=CC=1>[CH3:25][C:23]1[S:24][C:20]([C:19]([C:16]2[CH:17]=[CH:18][C:13]([CH:2]([CH3:1])[C:3]([OH:5])=[O:4])=[CH:14][CH:15]=2)=[O:26])=[CH:21][CH:22]=1 |f:1.2|. Reported procedure: A mixture of 15.5 parts of diethyl 2-methyl-2-[p-(5-methyl-2-thenoyl)phenyl]malonate and 120 parts of sodium hydroxide solution 5% is stirred and refluxed for 5 hours. The reaction mixture is cooled and shaken twice with 80 parts of benzene. The aqueous phase is acidified with concentrated hydrochloric acid solution. After standing for 10 minutes, the product is extracted with chloroform. The extract is washed with water, dried, filtered and evaporated. The residue is triturated in petroleumethe...